This data is from the Open Reaction Database (ORD), a public repository of structured organic reaction records. The task is: describe an organic reaction: reactants, conditions, products, and yield Reactants: ClC1=CC=C(C=C1)C1=NC2=C(C(=C(C=C2C(=N1)Cl)OC)OC)OC (2-(4-chlorophenyl)-4-chloro-6,7,8-trimethoxyquinazoline), C(C1=CC=CC=C1)N1CCNCC1 (N-benzylpiperazine). Run in ice water. Conditions: temperature 150 celsius. The product is ClC1=CC=C(C=C1)C1=NC2=C(C(=C(C=C2C(=N1)N1CCN(CC1)CC1=CC=CC=C1)OC)OC)OC (2-(4-Chlorophenyl)-4-(4-benzylpiperazino)-6,7,8-trimethoxyquinazoline). As a reaction SMILES: [Cl:1][C:2]1[CH:7]=[CH:6][C:5]([C:8]2[N:17]=[C:16](Cl)[C:15]3[C:10](=[C:11]([O:23][CH3:24])[C:12]([O:21][CH3:22])=[C:13]([O:19][CH3:20])[CH:14]=3)[N:9]=2)=[CH:4][CH:3]=1.[CH2:25]([N:32]1[CH2:37][CH2:36][NH:35][CH2:34][CH2:33]1)[C:26]1[CH:31]=[CH:30][CH:29]=[CH:28][CH:27]=1>>[Cl:1][C:2]1[CH:7]=[CH:6][C:5]([C:8]2[N:17]=[C:16]([N:35]3[CH2:36][CH2:37][N:32]([CH2:25][C:26]4[CH:27]=[CH:28][CH:29]=[CH:30][CH:31]=4)[CH2:33][CH2:34]3)[C:15]3[C:10](=[C:11]([O:23][CH3:24])[C:12]([O:21][CH3:22])=[C:13]([O:19][CH3:20])[CH:14]=3)[N:9]=2)=[CH:4][CH:3]=1. Procedure: A mixture of 2.0 g of 2-(4-chlorophenyl)-4-chloro-6,7,8-trimethoxyquinazoline and 5.0 g of N-benzylpiperazine was heated at 150° C. for 1 h. After cooling, 20 ml of ice water were added and the mixture was extracted with ethyl acetate. The organic phase was dried over sodium sulfate and concentrated. The oily crude product thus obtained was recrystallized from isopropanol. Yield: 1 g. M.p.: 150° C. The reactants are CN(C)C=O, O=C1c2ccccc2C(=O)c2cc(CCl)ccc21, [N-]=[N+]=[N-], [Na+], O. Yields the product [N-]=[N+]=NCc1ccc2c(c1)C(=O)c1ccccc1C2=O. As a reaction SMILES: [CH3:24][N:25]([CH3:26])[CH:27]=[O:28].[Cl:1][CH2:2][c:3]1[cH:4][c:5]2[c:14]([cH:15][cH:16]1)[C:13](=[O:17])[c:12]1[c:7]([cH:8][cH:9][cH:10][cH:11]1)[C:6]2=[O:18].[N-:20]=[N+:21]=[N-:22].[Na+:19].[OH2:23]>>[CH2:2]([c:3]1[cH:4][c:5]2[c:14]([cH:15][cH:16]1)[C:13](=[O:17])[c:12]1[c:7]([cH:8][cH:9][cH:10][cH:11]1)[C:6]2=[O:18])[N:20]=[N+:21]=[N-:22]. The reactants are C(C)(C)(C)OC(=O)N1C[C@@H](CC1)C1=NN=C2N1C=C(C=C2)F ((R)-3-(6-Fluoro-[1,2,4]triazolo[4,3-a]pyridin-3-yl)-pyrrolidine-1-carboxylic acid tert-butyl ester), C(=O)(C(F)(F)F)O (TFA). Run in C(Cl)Cl (DCM). The product is FC=1C=CC=2N(C1)C(=NN2)[C@H]2CNCC2 (6-Fluoro-3-(R)-pyrrolidin-3-yl-[1,2,4]triazolo[4,3-a]pyridine). Reaction SMILES: C(OC([N:8]1[CH2:12][CH2:11][C@@H:10]([C:13]2[N:17]3[CH:18]=[C:19]([F:22])[CH:20]=[CH:21][C:16]3=[N:15][N:14]=2)[CH2:9]1)=O)(C)(C)C.C(O)(C(F)(F)F)=O>C(Cl)Cl>[F:22][C:19]1[CH:20]=[CH:21][C:16]2[N:17]([C:13]([C@@H:10]3[CH2:11][CH2:12][NH:8][CH2:9]3)=[N:14][N:15]=2)[CH:18]=1. Reported procedure: A mixture of Intermediate 90b (335 mg, 1.09 mmol) and TFA (0.812 mL, 10.9 mmol) in DCM (5 mL) was stirred at reflux for 45 min. The cooled solution was concentrated in vacuo, redissloved in MeOH (2 mL), applied to an SCX-2 cartridge (10 g) and washed with MeOH (50 mL). The product was eluted with 2M NH3 in MeOH; concentration in vacuo left the title compound as a pale yellow solid (225 mg, >99%). LCMS (Method 3): Rt 0.44 min, m/z 207 [MH+]. The reactants are NC(=O)N (urea), ClC1=C(C(=C(N)C=C1)O)S(=O)(=O)N1CCS(CC1)=O (4-chloro-2-hydroxy-3-(1-oxidothiomorpholinosulfonyl)aniline), BrC1=C(C=CC=C1)N=C=O (2-bromophenylisocyanate). The product is BrC1=C(C=CC=C1)NC(=O)NC1=C(C(=C(C=C1)Cl)S(=O)(=O)N1CCS(CC1)=O)O (N-(2-bromophenyl)-N′-[4-chloro-2-hydroxy-3-(1-oxidothiomorpholinosulfonyl)-phenyl] urea). The yield is 46.0%. As a reaction SMILES: NC(N)=O.[Cl:5][C:6]1[CH:12]=[CH:11][C:9]([NH2:10])=[C:8]([OH:13])[C:7]=1[S:14]([N:17]1[CH2:22][CH2:21][S:20](=[O:23])[CH2:19][CH2:18]1)(=[O:16])=[O:15].[Br:24][C:25]1[CH:30]=[CH:29][CH:28]=[CH:27][C:26]=1[N:31]=[C:32]=[O:33]>>[Br:24][C:25]1[CH:30]=[CH:29][CH:28]=[CH:27][C:26]=1[NH:31][C:32]([NH:10][C:9]1[CH:11]=[CH:12][C:6]([Cl:5])=[C:7]([S:14]([N:17]2[CH2:18][CH2:19][S:20](=[O:23])[CH2:21][CH2:22]2)(=[O:16])=[O:15])[C:8]=1[OH:13])=[O:33]. Reported procedure: Following the general procedure for urea formation outlined in example 15, 4-chloro-2-hydroxy-3-(1-oxidothiomorpholinosulfonyl)aniline (88 mg, 0.27 mmol) and 2-bromophenylisocyanate (65 mg, 0.33 mmol) were coupled to form the desired urea (65 mg, 46%). LC-MS (m/z) 524.2 (M+). Reactants: FC=1C=C2C(C(NC2=CC1F)=O)=O (5,6-difluoroindole-2,3-dione), [S-]CC.[Na+] (sodium thioethoxide), FC=1C=C2C=CNC2=CC1SC (5-fluoro-6-methylthioindole). Yields the product C(C)SC1=C(C=C2C(C(NC2=C1)=O)=O)F (6-Ethylthio-5-fluoroindole-2,3-dione). RXN SMILES: [F:1][C:2]1[CH:3]=[C:4]2[C:8](=[CH:9][C:10]=1F)[NH:7][C:6](=[O:12])[C:5]2=[O:13].[S-:14][CH2:15][CH3:16].[Na+].FC1C=C2C(=CC=1SC)NC=C2>>[CH2:15]([S:14][C:10]1[CH:9]=[C:8]2[C:4]([C:5](=[O:13])[C:6](=[O:12])[NH:7]2)=[CH:3][C:2]=1[F:1])[CH3:16] |f:1.2|. Procedure details: 6-Ethylthio-5-fluoroindole-2,3-dione was prepared from 5,6-difluoroindole-2,3-dione using sodium thioethoxide according to the method described in the synthesis of 5-fluoro-6-methylthioindole as a brown solid (2.53 g, 19%): mp 215° C.; IR νmax (Nujol)/cm−1 3286, 2926, 2855, 1766, 1712, 1619, 1467 and 1038; NMR δH (400 MHz, DMSO-d6) 1.32 (3H, t, J 7.5 Hz), 3.13 (2H, q, J 7.5 Hz), 6.77 (1H, d, J 6.0 Hz), 7.39 (1H, d, J 8.5 Hz), 10.97 (1H, brs).